This data is from the Open Reaction Database (ORD), a public repository of structured organic reaction records. The task is: describe an organic reaction: reactants, conditions, products, and yield Procedure: 9.3 g (100 mmol) of phenol and 3.9 g (25 mmol) of 75% fluoral hydrate are introduced into a 100 ml reactor. 5.0 g of hydrotalcite Mg6Al2(O4)16.4H2O are added. The mixture is heated at 100° C. for 5 hours. After treating the reaction medium according to the protocol described in Example 1, a yield of 88% of the corresponding alcohol is obtained with an ortho/para ratio equal to 1. Isolated yield 88.0%. Run at temperature 100 celsius. The product is FC(C(O)C1=C(C=CC=C1)O)(F)F (2,2,2-Trifluoro-1-(2-hydroxyphenyl)ethanol). As a reaction SMILES: [C:1]1([OH:7])[CH:6]=[CH:5][CH:4]=[CH:3][CH:2]=1.[CH:8](O)([OH:13])[C:9]([F:12])([F:11])[F:10]>>[F:10][C:9]([F:12])([F:11])[CH:8]([C:2]1[CH:3]=[CH:4][CH:5]=[CH:6][C:1]=1[OH:7])[OH:13]. Reactants: C1(=CC=CC=C1)O (phenol), C(C(F)(F)F)(O)O (fluoral hydrate), hydrotalcite. Reactants: C1CCOC1, CN, COc1cnnc(-c2cccc(C(F)(F)F)c2)c1F, O. Yields the product CNc1c(OC)cnnc1-c1cccc(C(F)(F)F)c1. RXN SMILES: [CH2:23]1[O:24][CH2:25][CH2:26][CH2:27]1.[CH3:20][NH2:21].[F:1][c:2]1[c:3](-[c:10]2[cH:11][c:12]([C:16]([F:17])([F:18])[F:19])[cH:13][cH:14][cH:15]2)[n:4][n:5][cH:6][c:7]1[O:8][CH3:9].[OH2:22]>>[c:2]1([NH:21][CH3:20])[c:3](-[c:10]2[cH:11][c:12]([C:16]([F:17])([F:18])[F:19])[cH:13][cH:14][cH:15]2)[n:4][n:5][cH:6][c:7]1[O:8][CH3:9]. Reactants: P(Br)(Br)Br (Phosphorus tribromide), FC1=C(C=C(C=C1)OC)C=1C=CC(=NC1CC(C)(C)C)CO ((5-(2-fluoro-5-methoxyphenyl)-6-neopentylpyridin-2-yl)methanol), C(O)([O-])=O.[Na+] (sodium hydrogen carbonate). The solvent is CN(C)C=O (DMF), CN(C)C=O (DMF). Run at temperature 0 celsius, time 20 minute. The product is BrCC1=CC=C(C(=N1)CC(C)(C)C)C1=C(C=CC(=C1)OC)F (6-(bromomethyl)-3-(2-fluoro-5-methoxyphenyl)-2-neopentylpyridine). RXN SMILES: P(Br)(Br)[Br:2].[F:5][C:6]1[CH:11]=[CH:10][C:9]([O:12][CH3:13])=[CH:8][C:7]=1[C:14]1[CH:15]=[CH:16][C:17]([CH2:25]O)=[N:18][C:19]=1[CH2:20][C:21]([CH3:24])([CH3:23])[CH3:22].C(=O)([O-])O.[Na+]>CN(C=O)C>[Br:2][CH2:25][C:17]1[N:18]=[C:19]([CH2:20][C:21]([CH3:24])([CH3:23])[CH3:22])[C:14]([C:7]2[CH:8]=[C:9]([O:12][CH3:13])[CH:10]=[CH:11][C:6]=2[F:5])=[CH:15][CH:16]=1 |f:2.3|. Reported procedure: Phosphorus tribromide (112 μL) was added to DMF (3.0 mL) at 0° C., and the mixture was stirred at 0° C. for 20 min. To the obtained white suspension was added a solution of (5-(2-fluoro-5-methoxyphenyl)-6-neopentylpyridin-2-yl)methanol (300 mg) in DMF (1.0 mL), and the mixture was stirred at room temperature for 1 hr. Saturated aqueous sodium hydrogen carbonate solution was added to the reaction mixture at 0° C., and the mixture was extracted with ethyl acetate. The extract was washed with water... Starting materials: C(=O)(OC(C)(C)C)OC(=O)OC(C)(C)C (di-tert-butyl dicarbonate), NC=1C(=C(C(=O)N(C)C)C=CC1C)C (3-amino-N,N,2,4-tetramethylbenzamide), resultant mixture. The reagents and catalysts are CN(C1=CC=NC=C1)C (4-dimethylaminopyridine). Run in C(Cl)Cl (methylene chloride), C(Cl)Cl (methylene chloride), C(Cl)Cl (methylene chloride). The product is CN(C(=O)C=1C(=C(C(=CC1)C)N=C=O)C)C (3-(N,N-dimethylcarbamoyl)-2,6-dimethylphenylisocyanate). RXN SMILES: [C:1](OC(OC(C)(C)C)=O)(OC(C)(C)C)=[O:2].[NH2:16][C:17]1[C:18]([CH3:29])=[C:19]([CH:25]=[CH:26][C:27]=1[CH3:28])[C:20]([N:22]([CH3:24])[CH3:23])=[O:21]>C(Cl)Cl.CN(C)C1C=CN=CC=1>[CH3:23][N:22]([CH3:24])[C:20]([C:19]1[C:18]([CH3:29])=[C:17]([N:16]=[C:1]=[O:2])[C:27]([CH3:28])=[CH:26][CH:25]=1)=[O:21]. Reported procedure: A solution of di-tert-butyl dicarbonate (0.081 g) in methylene chloride (1.6 ml) and a solution of 3-amino-N,N,2,4-tetramethylbenzamide (J. Chem. Soc., Perkin Trans. I, 1973, 1-4; 0.072 g) in methylene chloride (1.0 ml) were added in turn to a solution of 4-dimethylaminopyridine (0.004 g) in methylene chloride (0.4 ml). The resultant mixture was stirred at ambient temperature for 20 minutes. There was thus obtained a solution of 3-(N,N-dimethylcarbamoyl)-2,6-dimethylphenylisocyanate which was us... Reactants: C(O)([O-])=O.[Na+] (sodium hydrogencarbonate), BrBr (bromine), ice water, C(C)(C)OC1=C(C=CC=C1)O (2-isopropoxyphenol). Run in ClCCl (dichloromethane), ClCCl (dichloromethane). Run at temperature -10 celsius, time 1 hour. Yields the product BrC1=CC(=C(C=C1)O)OC(C)C (4-Bromo-2-isopropoxyphenol). Yield: 94.9%. RXN SMILES: [CH:1]([O:4][C:5]1[CH:10]=[CH:9][CH:8]=[CH:7][C:6]=1[OH:11])([CH3:3])[CH3:2].[Br:12]Br.C(=O)([O-])O.[Na+]>ClCCl>[Br:12][C:9]1[CH:8]=[CH:7][C:6]([OH:11])=[C:5]([O:4][CH:1]([CH3:3])[CH3:2])[CH:10]=1 |f:2.3|. Procedure: To 200 ml of dichloromethane solution containing 27.2 g (0.179 mol) of 2-isopropoxyphenol was added dropwise 50 ml of dichloromethane solution containing 28.4 g (0.177 mol) of bromine at −70° C. or lower. After completion of the dropwise addition, the mixture was stirred at the same temperature 1 hour, and gradually raised to −10° C. After completion of the reaction, the reaction mixture was poured into ice-water, the mixture was neutralized with a saturated aqueous solution of sodium hydrogenca... Reactants: C1(=CC=CC=C1)P(=O)(C1=CC=CC=C1)CC1=C(C2=CC=CC=C2C=C1)C1=C(C=CC2=CC=CC=C12)CP(=O)(C1=CC=CC=C1)C1=CC=CC=C1 (2,2'-bis(diphenylphosphinylmethyl)-1,1'-binaphthyl), C(CCC)N(CCCC)CCCC (tri-n-butylamine), C1(=CC=CC=C1)[SiH](Cl)Cl (phenyldichlorosilane). Run in C=1(C(=CC=CC1)C)C (xylene). Yields the product C1(=CC=CC=C1)P(C1=CC=CC=C1)CC1=C(C2=CC=CC=C2C=C1)C1=C(C=CC2=CC=CC=C12)CP(C1=CC=CC=C1)C1=CC=CC=C1 (2,2'-bis(diphenylphosphinomethyl)-1,1'-binaphthyl). RXN SMILES: [C:1]1([P:7]([CH2:15][C:16]2[CH:25]=[CH:24][C:23]3[C:18](=[CH:19][CH:20]=[CH:21][CH:22]=3)[C:17]=2[C:26]2[C:35]3[C:30](=[CH:31][CH:32]=[CH:33][CH:34]=3)[CH:29]=[CH:28][C:27]=2[CH2:36][P:37]([C:45]2[CH:50]=[CH:49][CH:48]=[CH:47][CH:46]=2)([C:39]2[CH:44]=[CH:43][CH:42]=[CH:41][CH:40]=2)=O)([C:9]2[CH:14]=[CH:13][CH:12]=[CH:11][CH:10]=2)=O)[CH:6]=[CH:5][CH:4]=[CH:3][CH:2]=1.C(N(CCCC)CCCC)CCC.C1([SiH](Cl)Cl)C=CC=CC=1>C1(C)C(C)=CC=CC=1>[C:45]1([P:37]([CH2:36][C:27]2[CH:28]=[CH:29][C:30]3[C:35](=[CH:34][CH:33]=[CH:32][CH:31]=3)[C:26]=2[C:17]2[C:18]3[C:23](=[CH:22][CH:21]=[CH:20][CH:19]=3)[CH:24]=[CH:25][C:16]=2[CH2:15][P:7]([C:1]2[CH:2]=[CH:3][CH:4]=[CH:5][CH:6]=2)[C:9]2[CH:10]=[CH:11][CH:12]=[CH:13][CH:14]=2)[C:39]2[CH:40]=[CH:41][CH:42]=[CH:43][CH:44]=2)[CH:46]=[CH:47][CH:48]=[CH:49][CH:50]=1. Procedure: 20.48 g (0.03 mol) of 2,2'-bis(diphenylphosphinylmethyl)-1,1'-binaphthyl are suspended in 80 ml of xylene and 30.6 g (0.165 mol) of tri-n-butylamine in the absence of air and moisture, and 26.57 g (0.15 mol) of phenyldichlorosilane are added dropwise with stirring. The mixture is then refluxed for 13 hours to give a clear solution. Xylene is distilled off at atmospheric pressure, and the mixture is allowed to cool with stirring. This results in the formation of 2,2'-bis(diphenylphosphinomethyl)-... The yield is 51.0%. Reactants: NCC1=NC(=C2N=CN(C2=N1)[C@@H]1O[C@@H]([C@H]([C@H]1O)O)COC)NCC(C1=CC=CC=C1)C1=CC=CC=C1 ((2R,3R,4S,5R)-2-{2-(aminomethyl)-6-[(2,2-diphenylethyl)amino]-9H-purin-9-yl}-5-(methoxymethyl)tetrahydro-3,4-furandiol), C(C)(=O)O (acetic acid), C(C)(=O)O[BH-](OC(C)=O)OC(C)=O.[Na+] (sodium triacetoxyborohydride), N1=C(C=CC=C1)N1CCC(CC1)=O (1-(2-pyridinyl)-4-piperidinone). RXN SMILES: [NH2:1][CH2:2][C:3]1[N:11]=[C:10]2[C:6]([N:7]=[CH:8][N:9]2[C@H:12]2[C@H:16]([OH:17])[C@H:15]([OH:18])[C@@H:14]([CH2:19][O:20][CH3:21])[O:13]2)=[C:5]([NH:22][CH2:23][CH:24]([C:31]2[CH:36]=[CH:35][CH:34]=[CH:33][CH:32]=2)[C:25]2[CH:30]=[CH:29][CH:28]=[CH:27][CH:26]=2)[N:4]=1.C(O)(=O)C.C(O[BH-](OC(=O)C)OC(=O)C)(=O)C.[Na+].[N:55]1[CH:60]=[CH:59][CH:58]=[CH:57][C:56]=1[N:61]1[CH2:66][CH2:65][C:64](=O)[CH2:63][CH2:62]1>>[C:25]1([CH:24]([C:31]2[CH:36]=[CH:35][CH:34]=[CH:33][CH:32]=2)[CH2:23][NH:22][C:5]2[N:4]=[C:3]([CH2:2][NH:1][CH:64]3[CH2:63][CH2:62][N:61]([C:56]4[CH:57]=[CH:58][CH:59]=[CH:60][N:55]=4)[CH2:66][CH2:65]3)[N:11]=[C:10]3[C:6]=2[N:7]=[CH:8][N:9]3[C@H:12]2[C@H:16]([OH:17])[C@H:15]([OH:18])[C@@H:14]([CH2:19][O:20][CH3:21])[O:13]2)[CH:26]=[CH:27][CH:28]=[CH:29][CH:30]=1 |f:2.3|. The product is C1(=CC=CC=C1)C(CNC1=C2N=CN(C2=NC(=N1)CNC1CCN(CC1)C1=NC=CC=C1)[C@@H]1O[C@@H]([C@H]([C@H]1O)O)COC)C1=CC=CC=C1 ((2R,3R,4S,5R)-2-[6-[(2,2-Diphenylethyl)amino]-2-({[1-(2-pyridinyl)-4-piperidinyl]amino}methyl)-9H-purin-9-yl]-5-(methoxymethyl)tetrahydro-3,4-furandiol). Procedure: The title compound was prepared by a similar method to example 6 using (2R,3R,4S,5R)-2-{2-(aminomethyl)-6-[(2,2-diphenylethyl)amino]-9H-purin-9-yl}-5-(methoxymethyl)tetrahydro-3,4-furandiol (example 1) (300 mg, 0.6 mmol), acetic acid (45 mg, 0.72 mmol), sodium triacetoxyborohydride (200 mg, 0.91 mmol) and 1-(2-pyridinyl)-4-piperidinone (120 mg, 0.66 mmol) (preparation 37). The product was purified by column chromatography on silica gel eluting with a solvent system of dichloromethane:methanol:am...